From a dataset of the Open Reaction Database (ORD), a public repository of structured organic reaction records. describe an organic reaction: reactants, conditions, products, and yield Starting materials: C12C(C3CC(CC(C1)C3)C2)NC(=O)C=2C=NN(C2Cl)C (5-chloro-1-methyl-1H-pyrazole-4-carboxylic acid adamantan-2-ylamide), N1CCCCCC1 (azepane). Product: C12C(C3CC(CC(C1)C3)C2)NC(=O)C=2C=NN(C2N2CCCCCC2)C (5-Azepan-1-yl-1-methyl-1H-pyrazole-4-carboxylic acid adamantan-2-ylamide). As a reaction SMILES: [CH:1]12[CH2:10][CH:5]3[CH2:6][CH:7]([CH2:9][CH:3]([CH2:4]3)[CH:2]1[NH:11][C:12]([C:14]1[CH:15]=[N:16][N:17]([CH3:20])[C:18]=1Cl)=[O:13])[CH2:8]2.[NH:21]1[CH2:27][CH2:26][CH2:25][CH2:24][CH2:23][CH2:22]1>>[CH:1]12[CH2:10][CH:5]3[CH2:6][CH:7]([CH2:9][CH:3]([CH2:4]3)[CH:2]1[NH:11][C:12]([C:14]1[CH:15]=[N:16][N:17]([CH3:20])[C:18]=1[N:21]1[CH2:27][CH2:26][CH2:25][CH2:24][CH2:23][CH2:22]1)=[O:13])[CH2:8]2. Procedure: Heating a mixture of 5-chloro-1-methyl-1H-pyrazole-4-carboxylic acid adamantan-2-ylamide (Example 5, 60 mg; 0.20 mmol) and azepane (0.23 mL; 2.0 mmol) to 250° C. under microwave irradiation according to the procedure described in Example 14 provided after purification by reverse phase HPLC, 5-azepan-1-yl-1-methyl-1H-pyrazole-4-carboxylic acid adamantan-2-ylamide (41 mg, 58%) as an off-white powder. ES-HRMS m/e calcd for C21H33N4O (M+H+) 357.2649, found 357.2644. Reactants: [Li]C(C)(C)C, C1CCOC1, CCCCC, Cn1ccc2ccccc21, CN(C)C1(c2ccccc2)CCC(=O)CC1. Yields the product CN(C)C1(c2ccccc2)CCC(O)(c2cc3ccccc3n2C)CC1. RXN SMILES: [C:11]([Li:12])([CH3:13])([CH3:14])[CH3:15].[CH2:37]1[O:38][CH2:39][CH2:40][CH2:41]1.[CH3:16][CH2:17][CH2:18][CH2:19][CH3:20].[CH3:1][n:2]1[cH:3][cH:4][c:5]2[cH:6][cH:7][cH:8][cH:9][c:10]12.[CH3:21][N:22]([C:23]1([c:30]2[cH:31][cH:32][cH:33][cH:34][cH:35]2)[CH2:24][CH2:25][C:26](=[O:29])[CH2:27][CH2:28]1)[CH3:36]>>[CH3:1][n:2]1[c:3]([C:26]2([OH:29])[CH2:25][CH2:24][C:23]([N:22]([CH3:21])[CH3:36])([c:30]3[cH:31][cH:32][cH:33][cH:34][cH:35]3)[CH2:28][CH2:27]2)[cH:4][c:5]2[cH:6][cH:7][cH:8][cH:9][c:10]12. Reactants: O, OCCO, O=C(CO)c1ccccc1, Cc1ccc(S(=O)(=O)O)cc1, c1ccccc1. Yields the product OCC1(c2ccccc2)OCCO1. As a reaction SMILES: [OH2:15].[OH:11][CH2:12][CH2:13][OH:14].[OH:1][CH2:2][C:3](=[O:4])[c:5]1[cH:6][cH:7][cH:8][cH:9][cH:10]1.[c:16]1([CH3:17])[cH:18][cH:19][c:20]([S:21]([OH:22])(=[O:23])=[O:24])[cH:25][cH:26]1.[cH:27]1[cH:28][cH:29][cH:30][cH:31][cH:32]1>>[OH:1][CH2:2][C:3]1([c:5]2[cH:6][cH:7][cH:8][cH:9][cH:10]2)[O:4][CH2:13][CH2:12][O:11]1.